The task is: describe an organic reaction: reactants, conditions, products, and yield. This data is from the Open Reaction Database (ORD), a public repository of structured organic reaction records. The reactants are CO, O=C(O)CCOc1ccc([N+](=O)[O-])cc1. Yields the product COC(=O)CCOc1ccc([N+](=O)[O-])cc1. As a reaction SMILES: [CH3:16][OH:17].[N+:1](=[O:2])([O-:3])[c:4]1[cH:5][cH:6][c:7]([O:8][CH2:9][CH2:10][C:11](=[O:12])[OH:13])[cH:14][cH:15]1>>[N+:1](=[O:2])([O-:3])[c:4]1[cH:5][cH:6][c:7]([O:8][CH2:9][CH2:10][C:11]([O:12][CH3:16])=[O:13])[cH:14][cH:15]1. The reactants are CN(CCCNC(=O)N1CCN(CC1)C1=CC=CC=C1)C (N-[3-(Dimethylamino)propyl]-4-phenyl-1-piperazine-carboxamide), C(=O)(N1C=NC=C1)N1C=NC=C1 (1,1'-carbonyldiimidazole), NCCN1CCCCC1 (N-(2-aminoethyl)piperidine), C1(=CC=CC=C1)N1CCNCC1 (1-phenylpiperazine). The solvent is O1CCCC1 (tetrahydrofuran). The product is C1(=CC=CC=C1)N1CCN(CC1)C(=O)NCCN1CCCCC1 (4-Phenyl-N-[2-(1-piperidinyl)ethyl]-1-piperazine-carboxamide). Yield: 24.0%. Reaction SMILES: CN(C)C[CH2:4][CH2:5][NH:6][C:7]([N:9]1[CH2:14][CH2:13][N:12]([C:15]2[CH:20]=[CH:19][CH:18]=[CH:17][CH:16]=2)[CH2:11][CH2:10]1)=[O:8].C(N1C=CN=C1)(N1C=CN=C1)=O.NCC[N:37]1[CH2:42][CH2:41][CH2:40][CH2:39][CH2:38]1.C1(N2CCNCC2)C=CC=CC=1>O1CCCC1>[C:15]1([N:12]2[CH2:11][CH2:10][N:9]([C:7]([NH:6][CH2:5][CH2:4][N:37]3[CH2:42][CH2:41][CH2:40][CH2:39][CH2:38]3)=[O:8])[CH2:14][CH2:13]2)[CH:16]=[CH:17][CH:18]=[CH:19][CH:20]=1. Reported procedure: This compound was prepared according to the procedure used to synthesize the compound of Example 5. A mixture of 5.7 g (0.035 mole) of 1,1'-carbonyldiimidazole, 4.4 g (0.034 mole) of N-(2-aminoethyl)piperidine and 4.9 g (0.03 mole) of 1-phenylpiperazine in a total of 200 ml of tetrahydrofuran gave 2.3 g (24%) of title compound as a white solid, m.p. 64°-67° C. after recrystallization from diethyl ether. Starting materials: CCCC[N+](CCCC)(CCCC)CCCC, CC[Si](CC)(CC)OC1C(C(=O)OC)CCC12CCCCC2, [Cl-], [F-], [NH4+], C1CCOC1. Product: COC(=O)C1CCC2(CCCCC2)C1O. Reaction SMILES: [CH2:24]([N+:25]([CH2:26][CH2:27][CH2:28][CH3:29])([CH2:30][CH2:31][CH2:32][CH3:33])[CH2:34][CH2:35][CH2:36][CH3:37])[CH2:38][CH2:39][CH3:40].[CH3:1][O:2][C:3](=[O:4])[CH:5]1[CH:6]([O:15][Si:16]([CH2:17][CH3:18])([CH2:19][CH3:20])[CH2:21][CH3:22])[C:7]2([CH2:8][CH2:9]1)[CH2:10][CH2:11][CH2:12][CH2:13][CH2:14]2.[Cl-:41].[F-:23].[NH4+:42].[O:43]1[CH2:44][CH2:45][CH2:46][CH2:47]1>>[CH3:1][O:2][C:3](=[O:4])[CH:5]1[CH:6]([OH:15])[C:7]2([CH2:8][CH2:9]1)[CH2:10][CH2:11][CH2:12][CH2:13][CH2:14]2. Starting materials: C(C1=CC=CC=C1)SC1=NN2C(=NC(=CC2=O)O)S1 (2-benzylthio-7-hydroxy-5H-1,3,4-thiadiazolo[3,2-a]-pyrimidin-5-one), P(Cl)(Cl)(Cl)(Cl)Cl (phosphorus pentachloride), P(=O)(Cl)(Cl)Cl (phosphorus oxychloride). Conditions: time 25 minute. Product: C(C1=CC=CC=C1)SC1=NN2C(=NC(=CC2=O)Cl)S1 (2-benzylthio-7-chloro-5H-1,3,4-thiadiazolo[3,2-a]pyrimidin-5-one). The yield is 25.0%. As a reaction SMILES: [CH2:1]([S:8][C:9]1[S:19][C:12]2=[N:13][C:14](O)=[CH:15][C:16](=[O:17])[N:11]2[N:10]=1)[C:2]1[CH:7]=[CH:6][CH:5]=[CH:4][CH:3]=1.P(Cl)(Cl)(Cl)(Cl)[Cl:21].P(Cl)(Cl)(Cl)=O>>[CH2:1]([S:8][C:9]1[S:19][C:12]2=[N:13][C:14]([Cl:21])=[CH:15][C:16](=[O:17])[N:11]2[N:10]=1)[C:2]1[CH:7]=[CH:6][CH:5]=[CH:4][CH:3]=1. Reported procedure: A mixture of 31.7 g of the thus obtained 2-benzylthio-7-hydroxy-5H-1,3,4-thiadiazolo[3,2-a]-pyrimidin-5-one, 24.0 g of phosphorus pentachloride and 117 g of phosphorus oxychloride was heated to 70°-80° C. and stirred for 25 minutes. After cooling, the reaction mixture was concentrated under reduced pressure and chloroform and water were added to the residue. The organic layer was washed with an aqueous sodium hydrogen carbonate solution and water, and dried over anhydrous sodium sulfate. The sol... Starting materials: CC1(CN(C2=CC(=C(C=C12)OC)[N+](=O)[O-])C(CN(C)C)=O)C ({2-[3,3-dimethyl-5-(methyloxy)-6-nitro-2,3-dihydro-1H-indol-1-yl]-2-oxoethyl}dimethylamine), O.NN (hydrazine hydrate). Reagents/catalysts: [Fe](Cl)(Cl)Cl (iron(III)chloride). Conditions: temperature 65 celsius. The product is CN(C)CC(=O)N1CC(C2=CC(=C(C=C12)N)OC)(C)C (1-[(dimethylamino)acetyl]-3,3-dimethyl-5-(methyloxy)-2,3-dihydro-1 H-indol-6-amine). Yield: 71.0%. Reaction SMILES: [CH3:1][C:2]1([CH3:22])[C:10]2[C:5](=[CH:6][C:7]([N+:13]([O-])=O)=[C:8]([O:11][CH3:12])[CH:9]=2)[N:4]([C:16](=[O:21])[CH2:17][N:18]([CH3:20])[CH3:19])[CH2:3]1.O.NN>[Fe](Cl)(Cl)Cl>[CH3:20][N:18]([CH2:17][C:16]([N:4]1[C:5]2[C:10](=[CH:9][C:8]([O:11][CH3:12])=[C:7]([NH2:13])[CH:6]=2)[C:2]([CH3:22])([CH3:1])[CH2:3]1)=[O:21])[CH3:19] |f:1.2|. Procedure details: A suspension of {2-[3,3-dimethyl-5-(methyloxy)-6-nitro-2,3-dihydro-1H-indol-1-yl]-2-oxoethyl}dimethylamine (2.20 g, 7.16 mmol), hydrazine hydrate (2.81 mL, 57.3 mmol), iron(III)chloride (0.232 g, 1.432 mmol), and activated carbon (2 g, 7.16 mmol) was warmed at 65° C. for 16 hours. The solution was filtered while still warm through celite, taken to a residue under reduced pressure, and partitioned between chloroform and saturated sodium bicarbonate. The organic layer was washed with saturated sod... The reactants are ClC1=NC=CC2=CC=CC=C12 (1-chloroisoquinoline), NC1=NC=CC2=CC=CC=C12 (1-aminoisoquinoline), CC(C)([O-])C.[Na+] (sodium tert-butoxide), N#N (N2). The reagents and catalysts are C(C)(=O)[O-].[Pd+2].C(C)(=O)[O-] (palladium (II) acetate), C1(=CC=CC=C1)P(C1=C(C=CC=C1)OC1=C(C=CC=C1)P(C1=CC=CC=C1)C1=CC=CC=C1)C1=CC=CC=C1 (bis(2-diphenylphosphinophenyl)ether). Solvent: CCOCC (ether), C1CCOC1 (THF), C1(=CC=CC=C1)C (toluene). Yields the product C1(=NC=CC2=CC=CC=C12)NC1=NC=CC2=CC=CC=C12 (bis(1-isoquinolyl)amine). The yield is 95.0%. As a reaction SMILES: Cl[C:2]1[C:11]2[C:6](=[CH:7][CH:8]=[CH:9][CH:10]=2)[CH:5]=[CH:4][N:3]=1.[NH2:12][C:13]1[C:22]2[C:17](=[CH:18][CH:19]=[CH:20][CH:21]=2)[CH:16]=[CH:15][N:14]=1.CC(C)([O-])C.[Na+].N#N>CCOCC.C1COCC1.C([O-])(=O)C.[Pd+2].C([O-])(=O)C.C1(P(C2C=CC=CC=2)C2C=CC=CC=2OC2C=CC=CC=2P(C2C=CC=CC=2)C2C=CC=CC=2)C=CC=CC=1.C1(C)C=CC=CC=1>[C:2]1([NH:12][C:13]2[C:22]3[C:17](=[CH:18][CH:19]=[CH:20][CH:21]=3)[CH:16]=[CH:15][N:14]=2)[C:11]2[C:6](=[CH:7][CH:8]=[CH:9][CH:10]=2)[CH:5]=[CH:4][N:3]=1 |f:2.3,7.8.9|. Reported procedure: To a 100-mL round-bottom flask were added 1-chloroisoquinoline (2.84 g, 17.3 mmol), 1-aminoisoquinoline (2.5 g, 17.3 mmol), sodium tert-butoxide (2.33 g, 24.3 mmol), palladium (II) acetate (0.16 g, 0.69 mmol), bis(2-diphenylphosphinophenyl)ether(0.35 g, 0.65 mmol), and toluene (40 mL sparged with N2). The reaction mixture was heated at 105° C. for 18 h under an atm of N2. The reaction mixture was diluted with ether and THF, and washed with water. This solution was passed through a pad of celite ... Reactants: Cl.N[C@H]1[C@@H](C1)C1=CC=C(C=C1)NC(=O)C=1C=C(C=CC1)C1=CC=CC=C1 (N-[4-(trans-2-aminocyclopropyl)phenyl]biphenyl-3-carboxamide hydrochloride), C(C1=CC=CC=C1)=O (benzaldehyde), C(O)([O-])=O.[Na+] (sodium hydrogen carbonate), [BH4-].[Na+] (sodium borohydride). Solvent: CO (methanol), O (water). Reaction conditions: temperature 70 celsius, time 1 hour. The product is C(C1=CC=CC=C1)N[C@H]1[C@@H](C1)C1=CC=C(C=C1)NC(=O)C=1C=C(C=CC1)C1=CC=CC=C1 (N-{4-[trans-2-(benzylamino)cyclopropyl]phenyl}biphenyl-3-carboxamide). As a reaction SMILES: Cl.[NH2:2][C@@H:3]1[CH2:5][C@H:4]1[C:6]1[CH:11]=[CH:10][C:9]([NH:12][C:13]([C:15]2[CH:16]=[C:17]([C:21]3[CH:26]=[CH:25][CH:24]=[CH:23][CH:22]=3)[CH:18]=[CH:19][CH:20]=2)=[O:14])=[CH:8][CH:7]=1.[CH:27](=O)[C:28]1[CH:33]=[CH:32][CH:31]=[CH:30][CH:29]=1.C(=O)([O-])O.[Na+].[BH4-].[Na+]>CO.O>[CH2:27]([NH:2][C@@H:3]1[CH2:5][C@H:4]1[C:6]1[CH:7]=[CH:8][C:9]([NH:12][C:13]([C:15]2[CH:16]=[C:17]([C:21]3[CH:26]=[CH:25][CH:24]=[CH:23][CH:22]=3)[CH:18]=[CH:19][CH:20]=2)=[O:14])=[CH:10][CH:11]=1)[C:28]1[CH:33]=[CH:32][CH:31]=[CH:30][CH:29]=1 |f:0.1,3.4,5.6|. Procedure details: To a solution of N-[4-(trans-2-aminocyclopropyl)phenyl]biphenyl-3-carboxamide hydrochloride (130 mg) in methanol (4 mL) were added benzaldehyde (40 μL) and sodium hydrogen carbonate (49.9 mg). The mixture was stirred at 70° C. for 1 hr, and ice-cooled to 0° C. and sodium borohydride (22.5 mg) was added. The mixture was stirred for 1 hr and water was added. The mixture was extracted with ethyl acetate, and the extract was washed with saturated brine and dried over anhydrous sodium sulfate. The so... The reactants are 2(c), aqueous solution, [OH-].[Na+] (sodium hydroxide), O=C1NC(CC1)(C(=O)OCC)C(=O)OCC (diethyl 2-oxopyrrolidine-5,5-dicarboxylate). Run in C(C)O (ethanol). Reaction conditions: time 3 day. Product: O=C1NC(CC1)(C(=O)[O-])C(=O)[O-].[Na+].[Na+] (sodium 2-oxopyrrolidine-5,5-dicarboxylate). As a reaction SMILES: [OH-].[Na+:2].[O:3]=[C:4]1[CH2:8][CH2:7][C:6]([C:14]([O:16]CC)=[O:15])([C:9]([O:11]CC)=[O:10])[NH:5]1>C(O)C>[O:3]=[C:4]1[CH2:8][CH2:7][C:6]([C:9]([O-:11])=[O:10])([C:14]([O-:16])=[O:15])[NH:5]1.[Na+:2].[Na+:2] |f:0.1,4.5.6|. Procedure: 2(c) 8.74 ml of a 1N aqueous solution of sodium hydroxide were added to a solution of 1.0 g of diethyl 2-oxopyrrolidine-5,5-dicarboxylate (prepared as described above) in 10 ml of ethanol, and the mixture was stirred at room temperature for 3 days. At the end of this time, the solvent was removed by distillation under reduced pressure, and the residual crystals were washed with acetone and dried to give 950 mg of sodium 2-oxopyrrolidine-5,5-dicarboxylate as a colorless powder. As a reaction SMILES: [Br:30][c:31]1[n:32][c:33]([CH2:50][CH3:51])[c:34]([NH:39][CH:40]2[CH2:41][CH2:42][O:43][c:44]3[cH:45][cH:46][cH:47][cH:48][c:49]32)[n:35][c:36]1[CH2:37][CH3:38].[CH3:140][O:141][CH2:142][CH2:143][O:144][CH3:145].[CH3:52][c:53]1[c:54]([B:60]([OH:61])[OH:62])[cH:55][cH:56][c:57]([CH3:59])[cH:58]1.[Cl:1][c:2]1[cH:3][c:4]([Cl:5])[cH:6][cH:7][c:8]1-[c:9]1[n:10][c:11]([CH2:12][CH3:13])[c:14]([NH:15][CH:16]2[c:17]3[c:18]([cH:19][cH:20][cH:21][cH:22]3)[CH2:23][CH:24]2[OH:25])[n:26][c:27]1[CH2:28][CH3:29].[Pd:63].[c:102]1([P:103]([c:104]2[cH:105][cH:106][cH:107][cH:108][cH:109]2)[c:110]2[cH:111][cH:112][cH:113][cH:114][cH:115]2)[cH:116][cH:117][cH:118][cH:119][cH:120]1.[c:121]1([P:122]([c:123]2[cH:124][cH:125][cH:126][cH:127][cH:128]2)[c:129]2[cH:130][cH:131][cH:132][cH:133][cH:134]2)[cH:135][cH:136][cH:137][cH:138][cH:139]1.[c:64]1([P:65]([c:66]2[cH:67][cH:68][cH:69][cH:70][cH:71]2)[c:72]2[cH:73][cH:74][cH:75][cH:76][cH:77]2)[cH:78][cH:79][cH:80][cH:81][cH:82]1.[c:83]1([P:84]([c:85]2[cH:86][cH:87][cH:88][cH:89][cH:90]2)[c:91]2[cH:92][cH:93][cH:94][cH:95][cH:96]2)[cH:97][cH:98][cH:99][cH:100][cH:101]1>>[c:31]1(-[c:54]2[c:53]([CH3:52])[cH:58][c:57]([CH3:59])[cH:56][cH:55]2)[n:32][c:33]([CH2:50][CH3:51])[c:34]([NH:39][CH:40]2[CH2:41][CH2:42][O:43][c:44]3[cH:45][cH:46][cH:47][cH:48][c:49]32)[n:35][c:36]1[CH2:37][CH3:38]. The product is CCc1nc(-c2ccc(C)cc2C)c(CC)nc1NC1CCOc2ccccc21. Starting materials: CCc1nc(NC2CCOc3ccccc32)c(CC)nc1Br, COCCOC, Cc1ccc(B(O)O)c(C)c1, CCc1nc(-c2ccc(Cl)cc2Cl)c(CC)nc1NC1c2ccccc2CC1O, [Pd], c1ccc(P(c2ccccc2)c2ccccc2)cc1, c1ccc(P(c2ccccc2)c2ccccc2)cc1, c1ccc(P(c2ccccc2)c2ccccc2)cc1, c1ccc(P(c2ccccc2)c2ccccc2)cc1.